From a dataset of the Open Reaction Database (ORD), a public repository of structured organic reaction records. describe an organic reaction: reactants, conditions, products, and yield The reactants are C1CCOC1, COC(=O)C=Cc1ccc(C(=O)N2c3ccccc3C(N(C(C)=O)c3ccc(Cl)cc3)CC2C)cc1, CO, O=C(Cl)c1ccc(F)cc1, [Li+], [OH-]. Yields the product CC(=O)N(c1ccc(Cl)cc1)C1CC(C)N(C(=O)c2ccc(C=CC(=O)O)cc2)c2ccccc21. RXN SMILES: [CH2:49]1[O:50][CH2:51][CH2:52][CH2:53]1.[CH3:11][O:12][C:13]([CH:14]=[CH:15][c:16]1[cH:17][cH:18][c:19]([C:22](=[O:23])[N:24]2[CH:25]([CH3:45])[CH2:26][CH:27]([N:34]([c:35]3[cH:36][cH:37][c:38]([Cl:41])[cH:39][cH:40]3)[C:42]([CH3:43])=[O:44])[c:28]3[cH:29][cH:30][cH:31][cH:32][c:33]32)[cH:20][cH:21]1)=[O:46].[CH3:54][OH:55].[F:1][c:2]1[cH:3][cH:4][c:5]([C:6]([Cl:7])=[O:8])[cH:9][cH:10]1.[Li+:48].[OH-:47]>>[O:12]=[C:13]([CH:14]=[CH:15][c:16]1[cH:17][cH:18][c:19]([C:22](=[O:23])[N:24]2[CH:25]([CH3:45])[CH2:26][CH:27]([N:34]([c:35]3[cH:36][cH:37][c:38]([Cl:41])[cH:39][cH:40]3)[C:42]([CH3:43])=[O:44])[c:28]3[cH:29][cH:30][cH:31][cH:32][c:33]32)[cH:20][cH:21]1)[OH:46].